Dataset: the Open Reaction Database (ORD), a public repository of structured organic reaction records. Task: describe an organic reaction: reactants, conditions, products, and yield Reactants: CN(CCCC1=CC2=C(N(C(C=3C=CC=NC23)=O)COC)C=C1)C (9-[3-(Dimethylamino)propyl]-6-(methoxymethyl)benzo[h][1,6]naphthyridine-5(6H)-one). The reagents and catalysts are [Pd] (palladium). The solvent is ClCCl.CO (dichloromethane methanol). Run at time 1 day. The product is CN(CCCC1=CC2=C(N(C(C=3CCCNC23)=O)COC)C=C1)C (9-[3-(Dimethylamino)propyl]-6-(methoxymethyl)-1,2,3,4-tetrahydrobenzo[h][1,6]naphthyridine-5(6H)-one). Isolated yield 50.7%. As a reaction SMILES: [CH3:1][N:2]([CH3:24])[CH2:3][CH2:4][CH2:5][C:6]1[CH:23]=[CH:22][C:9]2[N:10]([CH2:19][O:20][CH3:21])[C:11](=[O:18])[C:12]3[CH:13]=[CH:14][CH:15]=[N:16][C:17]=3[C:8]=2[CH:7]=1>ClCCl.CO.[Pd]>[CH3:24][N:2]([CH3:1])[CH2:3][CH2:4][CH2:5][C:6]1[CH:23]=[CH:22][C:9]2[N:10]([CH2:19][O:20][CH3:21])[C:11](=[O:18])[C:12]3[CH2:13][CH2:14][CH2:15][NH:16][C:17]=3[C:8]=2[CH:7]=1 |f:1.2|. Procedure details: The compound (110 mg, 0.67 mmol) prepared in step 8 was dissolved in dichloromethane/methanol (10 ml), added with 10%-palladium (11 mg). The resulting mixture was stirred for one day at room temperature under hydrogen gas. Once the reaction was completed, the solution was celite-filtered and the filtrate was concentrated to dryness. The residue was then purified by flash column chromatography (chloroform:methanol=10:1) to obtain the title compound (112 mg, yield: 99%, white solid). The reactants are ClC=1C=C(C(=O)OO)C=CC1 (Meta-chloroperoxybenzoic acid), CC1(CC(C=2C(=C(SC2SC)C2=NC=CC=C2)C1)=O)C (6,6-Dimethyl-3-methylthio-1-(pyrid-2-yl)-4,5,6,7-tetrahydrobenzo[c]thiophen-4-one). The solvent is C(Cl)Cl (CH2Cl2), C(Cl)Cl (CH2Cl2), ClCCl (dichloromethane). Reaction conditions: temperature -78 celsius, time 1 hour. Yields the product CC1(CC(C=2C(=C(SC2S(=O)C)C2=NC=CC=C2)C1)=O)C (6,6-Dimethyl-3-methanesulphinyl-1-(pyrid-2-yl)-4,5,6,7-tetrahydrobenzo[c]thiophen-4-one), solid. Yield: 79.0%. Reaction SMILES: [CH3:1][C:2]1([CH3:20])[CH2:18][C:6]2=[C:7]([C:12]3[CH:17]=[CH:16][CH:15]=[CH:14][N:13]=3)[S:8][C:9]([S:10][CH3:11])=[C:5]2[C:4](=[O:19])[CH2:3]1.ClC1C=C(C=CC=1)C(OO)=[O:26]>C(Cl)Cl>[CH3:1][C:2]1([CH3:20])[CH2:18][C:6]2=[C:7]([C:12]3[CH:17]=[CH:16][CH:15]=[CH:14][N:13]=3)[S:8][C:9]([S:10]([CH3:11])=[O:26])=[C:5]2[C:4](=[O:19])[CH2:3]1. Reported procedure: 6,6-Dimethyl-3-methylthio-1-(pyrid-2-yl)-4,5,6,7-tetrahydrobenzo[c]thiophen-4-one (200 mg, 0.66 mmol) was dissolved in CH2Cl2 (20 mL) and cooled to −78° C. Meta-chloroperoxybenzoic acid (82 mg of 70% (w/w); 0.66 mmol) was dissolved in CH2Cl2 (5 mL) and added dropwise to the solution, which was allowed to stir at −50° C. for 1 h, then warmed to room temperature. The mixture was diluted with dichloromethane and washed with saturated sodium hydrogen carbonate solution, water and brine. After drying... Reactants: CC(=O)O, CC(C)Oc1c(C#N)cnc2ccc(C=C3SC(NC4CC4c4ccccc4)=NC3=O)nc12, N#Cc1cnc2ccc(C=C3SC(NCc4cccs4)=NC3=O)nc2c1, O. Product: N#Cc1cnc2ccc(C=C3SC(NC4CC4c4ccccc4)=NC3=O)nc2c1. RXN SMILES: [C:60]([OH:61])(=[O:62])[CH3:63].[CH:1]([O:2][c:5]1[c:6]([C:32]#[N:33])[cH:7][n:8][c:9]2[cH:10][cH:11][c:12]([CH:15]=[C:16]3[C:17](=[O:31])[N:18]=[C:19]([NH:21][CH:22]4[CH:23]([c:25]5[cH:26][cH:27][cH:28][cH:29][cH:30]5)[CH2:24]4)[S:20]3)[n:13][c:14]12)([CH3:3])[CH3:4].[O:34]=[C:35]1[C:36](=[CH:37][c:38]2[n:39][c:40]3[c:41]([cH:42][cH:43]2)[n:44][cH:45][c:46]([C:47]#[N:48])[cH:49]3)[S:50][C:51]([NH:52][CH2:53][c:54]2[s:55][cH:56][cH:57][cH:58]2)=[N:59]1.[OH2:64]>>[cH:5]1[c:6]([C:32]#[N:33])[cH:7][n:8][c:9]2[cH:10][cH:11][c:12]([CH:15]=[C:16]3[C:17](=[O:31])[N:18]=[C:19]([NH:21][CH:22]4[CH:23]([c:25]5[cH:26][cH:27][cH:28][cH:29][cH:30]5)[CH2:24]4)[S:20]3)[n:13][c:14]12.